This data is from the Open Reaction Database (ORD), a public repository of structured organic reaction records. The task is: describe an organic reaction: reactants, conditions, products, and yield The reactants are O=C(c1ncc[nH]1)c1ncc[nH]1, CC(C)(C)O, C1CCC2=NCCCN2CC1, O=C(O)c1cc2cc(Cl)ccc2[nH]1, CN(C)C=O. Yields the product CC(C)(C)OC(=O)c1cc2cc(Cl)ccc2[nH]1. RXN SMILES: [C:14]([c:15]1[nH:16][cH:17][cH:18][n:19]1)([c:20]1[nH:21][cH:22][cH:23][n:24]1)=[O:25].[C:37]([CH3:38])([CH3:39])([CH3:40])[OH:41].[CH2:26]1[CH2:27][CH2:28][C:29]2=[N:34][CH2:33][CH2:32][CH2:31][N:30]2[CH2:35][CH2:36]1.[Cl:1][c:2]1[cH:3][c:4]2[cH:5][c:6]([C:11](=[O:12])[OH:13])[nH:7][c:8]2[cH:9][cH:10]1.[O:42]=[CH:43][N:44]([CH3:45])[CH3:46]>>[Cl:1][c:2]1[cH:3][c:4]2[cH:5][c:6]([C:11](=[O:12])[O:13][C:37]([CH3:38])([CH3:39])[CH3:40])[nH:7][c:8]2[cH:9][cH:10]1. Starting materials: BrC1=CC=C(O[C@@H]2[C@@H](CCC2)NS(=O)(=O)C(C)C)C=C1 (cis-N-[2-(4-bromophenoxy)cyclopentyl]propane-2-sulfonamide), BrC1=CC=C(O[C@H]2[C@H](CCCC2)N)C=C1 ((1S,2R)-2-(4-bromophenoxy)cyclohexanamine). The product is BrC1=CC=C(O[C@H]2[C@H](CCCC2)NS(=O)(=O)C(C)C)C=C1 (N-[(1S,2R)-2-(4-bromophenoxy)cyclohexyl]propane-2-sulfonamide). Reaction SMILES: [Br:1][C:2]1[CH:20]=[CH:19][C:5]([O:6][C@H:7]2[CH2:11][CH2:10][CH2:9][C@H:8]2[NH:12][S:13]([CH:16]([CH3:18])[CH3:17])(=[O:15])=[O:14])=[CH:4][CH:3]=1.Br[C:22]1C=CC(O[C@@H]2CCCC[C@@H]2N)=CC=1>>[Br:1][C:2]1[CH:3]=[CH:4][C:5]([O:6][C@@H:7]2[CH2:11][CH2:10][CH2:9][CH2:22][C@@H:8]2[NH:12][S:13]([CH:16]([CH3:17])[CH3:18])(=[O:14])=[O:15])=[CH:19][CH:20]=1. Procedure: The title compound of Step 7 was prepared according to the general procedure for the synthesis of cis-N-[2-(4-bromophenoxy)cyclopentyl]propane-2-sulfonamide in Example 5, except that (1S,2R)-2-(4-bromophenoxy)cyclohexanamine was used in place of cis-2-(4-bromophenoxy)cyclopentan-amine, and the product purification was carried out using a gradient of 0% to 1% methanol in dichloromethane. N-[(1S,2R)-2-(4-bromophenoxy)cyclohexyl]propane-2-sulfonamide was obtained as a white foam. Yield: 1.67 g, 4.4... Reactants: C(C)(=O)NC1=CC=C(C=C1)C=1C(=C(OC1)N)C#N (4-(4-Acetamidophenyl)-2-amino-3-cyanofurane). The solvent is C(OCC)(OCC)OCC (triethyl orthoformate), C(C)(=O)OC(C)=O (acetic anhydride). Run at temperature 100 celsius. Product: C(C)(=O)NC1=CC=C(C=C1)C=1C(=C(OC1)N=COCC)C#N (4-(4-Acetamidophenyl)-3-cyano-2-[(ethoxymethylidene)amino]furane). Isolated yield 8.2%. As a reaction SMILES: [C:1]([NH:4][C:5]1[CH:10]=[CH:9][C:8]([C:11]2[C:12]([C:17]#[N:18])=[C:13]([NH2:16])[O:14][CH:15]=2)=[CH:7][CH:6]=1)(=[O:3])[CH3:2]>C(OCC)(OCC)OCC.C(OC(=O)C)(=O)C>[C:1]([NH:4][C:5]1[CH:6]=[CH:7][C:8]([C:11]2[C:12]([C:17]#[N:18])=[C:13]([N:16]=[CH:15][O:14][CH2:13][CH3:12])[O:14][CH:15]=2)=[CH:9][CH:10]=1)(=[O:3])[CH3:2]. Procedure: To a suspension of 4-(4-acetamidophenyl)-2-amino-3-cyanofurane 5 (7.64 g, 39 mmol) in triethyl orthoformate (306 mL), acetic anhydride (15 mL) was added at room temperature. The mixture was heated (inner temp: 100° C.) in an oil bath for 1 h. The black material was precipitated in the mixture and then filtrated. The filtrated material was purified on a silica gel column (eluted by n-hexane-EtOAc 1:3) to afford 473 mg of 6 as a yellow solid. The filtered solution was concentrated in vacuo to affo... RXN SMILES: [Cl:1][C:2]1[CH:13]=[CH:12][C:11]([C:14]#[C:15][C:16]([OH:19])([CH3:18])[CH3:17])=[CH:10][C:3]=1[CH2:4][NH:5][C:6](=[O:9])[O:7][CH3:8].[Cl-].[Ca+2].[Cl-].Cl.[CH3:24][O-].[Na+]>C1(C)C=CC=CC=1.CO.[Cu]I.[Cu].O>[Cl:1][C:2]1[CH:13]=[CH:12][C:11]([C:14]#[C:15][C:16]([O:19][CH3:24])([CH3:17])[CH3:18])=[CH:10][C:3]=1[CH2:4][NH:5][C:6](=[O:9])[O:7][CH3:8] |f:1.2.3,5.6|. The product is ClC1=C(CNC(OC)=O)C=C(C=C1)C#CC(C)(C)OC (methyl N-[2-chloro-5-(3-methoxy-3-methyl-1-butynyl)benzyl]carbamate). Reported procedure: 0.60 g of methyl N-[2-chloro-5-(3-hydroxy-3-methyl-1-butynyl)benzyl]carbamate was dissolved in 10 ml of toluene. This solution was added at 0° C. to a mixture comprising 0.12 g of calcium chloride, 0.08 g of copper(I) iodide, 0.01 g of copper and 10 ml of concentrated hydrochloric acid, followed by stirring at 0° C. for 5 hours. This solution was poured into water and extracted with ethyl acetate, followed by drying over anhydrous magnesium sulfate. The solvent was distilled off under reduced pr... Reagents/catalysts: [Cu]I (copper(I) iodide), [Cu] (copper). Run in O (water), O (water), C1(=CC=CC=C1)C (toluene), CO (methanol). Reactants: C[O-].[Na+] (sodium methylate), ClC1=C(CNC(OC)=O)C=C(C=C1)C#CC(C)(C)O (methyl N-[2-chloro-5-(3-hydroxy-3-methyl-1-butynyl)benzyl]carbamate), [Cl-].[Ca+2].[Cl-] (calcium chloride), Cl (hydrochloric acid). Isolated yield 82.6%. Conditions: temperature 0 celsius, time 5 hour. Starting materials: O (water), C1COC(C)(CCCCl)O1 (5-chloro-2-pentanone ethylene ketal), CNC1=CC=CC=C1 (N-methylaniline), C(=O)(O)[O-].[Na+] (NaHCO3). The solvent is C1(=CC=CC=C1)C (toluene). Conditions: time 8 hour. The product is CN(C1=CC=CC=C1)CCCC(C)=O (5-(N-Methylanilino)-2-Pentanone). As a reaction SMILES: C1[O:10][C:4]([CH2:6][CH2:7][CH2:8]Cl)([CH3:5])OC1.[CH3:11][NH:12][C:13]1[CH:18]=[CH:17][CH:16]=[CH:15][CH:14]=1.C([O-])(O)=O.[Na+].O>C1(C)C=CC=CC=1>[CH3:11][N:12]([CH2:8][CH2:7][CH2:6][C:4](=[O:10])[CH3:5])[C:13]1[CH:18]=[CH:17][CH:16]=[CH:15][CH:14]=1 |f:2.3|. Procedure details: To 49.4 g (0.30 mol) 5-chloro-2-pentanone ethylene ketal and 64.2 g (0.60 mol) N-methylaniline in 100 ml toluene, add 27.7 g (0.33 mol) NaHCO3 and 2.0 g KI. Reflux with a water separator overnight. Allow to cool, filter, and concentrate. Distill at 50°/0.1 mm to remove N-methylaniline. Stir the residual liquid with 175 ml 1.0 N HCl for 2 hrs. Neutralize with NaHCO3 and extract with ether. Dry, concentrate, and distill to collect a fraction of b.p. 103°-110° /0.1 mm.